This data is from the Open Reaction Database (ORD), a public repository of structured organic reaction records. The task is: describe an organic reaction: reactants, conditions, products, and yield Starting materials: CC(=O)O, O=C1Nc2ccc(I)cc2C1=O, COC(=O)c1cccc(OCC(=O)NN)c1. Yields the product COC(=O)c1cccc(OCC(=O)NN=C2C(=O)Nc3ccc(I)cc32)c1. As a reaction SMILES: [CH3:29][C:30](=[O:31])[OH:32].[I:1][c:2]1[cH:3][c:4]2[c:8]([cH:9][cH:10]1)[NH:7][C:6](=[O:11])[C:5]2=[O:12].[NH:13]([NH2:14])[C:15]([CH2:16][O:17][c:18]1[cH:19][c:20]([C:21](=[O:22])[O:23][CH3:24])[cH:25][cH:26][cH:27]1)=[O:28]>>[I:1][c:2]1[cH:3][c:4]2[c:8]([cH:9][cH:10]1)[NH:7][C:6](=[O:11])[C:5]2=[N:14][NH:13][C:15]([CH2:16][O:17][c:18]1[cH:19][c:20]([C:21](=[O:22])[O:23][CH3:24])[cH:25][cH:26][cH:27]1)=[O:28].